This data is from the Open Reaction Database (ORD), a public repository of structured organic reaction records. The task is: describe an organic reaction: reactants, conditions, products, and yield Starting materials: [Na] (sodium), C(CC)O (n-propanol), C(C)OC1=C(C=C(C=C1)S(=O)(=O)N1CCN(CC1)C)C=1NC(C2=C(N1)N(N=C2C2=CC=CC=C2)CC)=O (6-[2-Ethoxy-5-(4-methylpiperazin-1-ylsulphonyl)phenyl]-1-ethyl-3-phenyl-1,5-dihydro-4H-pyrazolo[3,4-d]pyrimidin-4-one), C(CC)O (n-propanol), [Na] (sodium), C(CC)O (n-propanol). The product is N (ammonia), C(C)N1N=C(C2=C1N=C(NC2=O)C2=C(C=CC(=C2)S(=O)(=O)N2CCN(CC2)C)OCCC)C2=CC=CC=C2 (1-Ethyl-6-[5-(4-methylpiperazin-1-ylsulphonyl)-2-n-propoxyphenyl]-3-phenyl-1,5-dihydro-4H-pyrazolo[3,4-d]pyrimidin-4-one). Reaction SMILES: [Na].[CH2:2]([O:4][C:5]1[CH:10]=[CH:9][C:8]([S:11]([N:14]2[CH2:19][CH2:18][N:17]([CH3:20])[CH2:16][CH2:15]2)(=[O:13])=[O:12])=[CH:7][C:6]=1[C:21]1[NH:22][C:23](=[O:38])[C:24]2[C:29]([C:30]3[CH:35]=[CH:34][CH:33]=[CH:32][CH:31]=3)=[N:28][N:27]([CH2:36][CH3:37])[C:25]=2[N:26]=1)[CH3:3].[CH2:39](O)CC>>[NH3:14].[CH2:36]([N:27]1[C:25]2[N:26]=[C:21]([C:6]3[CH:7]=[C:8]([S:11]([N:14]4[CH2:19][CH2:18][N:17]([CH3:20])[CH2:16][CH2:15]4)(=[O:12])=[O:13])[CH:9]=[CH:10][C:5]=3[O:4][CH2:2][CH2:3][CH3:39])[NH:22][C:23](=[O:38])[C:24]=2[C:29]([C:30]2[CH:35]=[CH:34][CH:33]=[CH:32][CH:31]=2)=[N:28]1)[CH3:37] |^1:0|. Procedure: A suspension of sodium (25 mg, 1.1 mmol) in n-propanol (1 ml) was added to the title compound of example 6 (80 mg, 0.15 mmol) in n-propanol (1 ml), and the reaction mixture heated under reflux for 72 hours. Further sodium (100 mg, 4.34 mmol) and n-propanol (5 ml) were added portionwise over a further 48 hours, then the mixture cooled and evaporated under reduced pressure. The residue was purified by preparative thin layer chromatography on silica gel, using dichloromethane:methanol:0.88 ammonia ... The reactants are FC=1C=C2C(C(NC2=CC1)=O)(CC(C)=O)O (5-Fluoro-3-hydroxy-3-(2-oxo-propyl)-1,3-dihydroindol-2-one), C(C)(=O)OCC (ethyl acetate), O (H2O), solution. Run in C1CCOC1 (THF). Reaction conditions: time 4 hour. Product: FC=1C=C2C(=CNC2=CC1)CC(C)O (1-(5-Fluoro-1H-indol-3-yl)propan-2-ol). RXN SMILES: [F:1][C:2]1[CH:3]=[C:4]2[C:8](=[CH:9][CH:10]=1)[NH:7][C:6](=O)[C:5]2(O)[CH2:12][C:13](=[O:15])[CH3:14].C(OCC)(=O)C.O>C1COCC1>[F:1][C:2]1[CH:3]=[C:4]2[C:8](=[CH:9][CH:10]=1)[NH:7][CH:6]=[C:5]2[CH2:12][CH:13]([OH:15])[CH3:14]. Reported procedure: The aldol product 48 (10 mmol) was dissolved in absolute THF (20 ml) under an Ar atmosphere. BH3xTHF (30 ml, 1 M solution, 30 mmol) was then added to the mixture, while cooling with a water bath, and the mixture was stirred at room temperature for 4 h. The course of the reaction was monitored by TLC. When the reaction had ended, the reaction solution was added to a mixture of ethyl acetate (50 ml) and H2O (50 ml). After separation of the phases, the aqueous phase was extracted twice with ethyl a... Starting materials: Cl (HCl), COC(=O)C=1SC(=CC1C(F)(F)F)C(NCC1=CC(=CC=C1)O[Si](C)(C)C(C)(C)C)=O (5-[3-(tert-Butyl-dimethyl-silanyloxy)-benzylcarbamoyl]-3-trifluoromethyl-thiophene-2-carboxylic acid methyl ester), O.[OH-].[Li+] (lithium hydroxide monohydrate), C1CCOC1 (THF). Solvent: O (water). Yields the product OC=1C=C(CNC(=O)C2=CC(=C(S2)C(=O)O)C(F)(F)F)C=CC1 (5-(3-Hydroxy-benzylcarbamoyl)-3-trifluoromethyl-thiophene-2-carboxylic acid). RXN SMILES: C[O:2][C:3]([C:5]1[S:6][C:7]([C:14](=[O:31])[NH:15][CH2:16][C:17]2[CH:22]=[CH:21][CH:20]=[C:19]([O:23][Si](C(C)(C)C)(C)C)[CH:18]=2)=[CH:8][C:9]=1[C:10]([F:13])([F:12])[F:11])=[O:4].O.[OH-].[Li+].C1COCC1.Cl>O>[OH:23][C:19]1[CH:18]=[C:17]([CH:22]=[CH:21][CH:20]=1)[CH2:16][NH:15][C:14]([C:7]1[S:6][C:5]([C:3]([OH:4])=[O:2])=[C:9]([C:10]([F:13])([F:11])[F:12])[CH:8]=1)=[O:31] |f:1.2.3|. Procedure details: A mixture of 5-[3-(tert-Butyl-dimethyl-silanyloxy)-benzylcarbamoyl]-3-trifluoromethyl-thiophene-2-carboxylic acid methyl ester (210 mg, 0.44 mmol), lithium hydroxide monohydrate (370, mg, 8.87 mmol), THF (4 mL) and water (4 mL) was stirred over weekend, acidified with 1N HCl and extracted with EtOAc (×3). The organic extracts were combined, washed with brine, dried over sodium sulfate, filtered and evaporated to give the title compound, 120 mg (79%). MS m/e 346.0 (M+H+). Reaction SMILES: [CH3:1][C:2](=[O:3])[O:4][C:5](=[O:6])[CH3:7].[CH:8]([OH:9])=[O:10].[Cl:57][CH2:58][Cl:59].[O:11]=[C:12]1[NH:13][c:14]2[c:15]([cH:53][cH:54][cH:55][cH:56]2)[CH2:16][CH2:17][N:18]1[CH:19]1[CH2:20][CH2:21][N:22]([C:25](=[O:26])[O:27][CH:28]([C:29]([N:30]2[CH2:31][CH2:32][N:33]([CH:36]3[CH2:37][CH2:38][O:39][CH2:40][CH2:41]3)[CH2:34][CH2:35]2)=[O:42])[CH2:43][c:44]2[cH:45][c:46]([CH3:52])[c:47]([OH:51])[c:48]([CH3:50])[cH:49]2)[CH2:23][CH2:24]1>>[CH:2](=[O:3])[O:51][c:47]1[c:46]([CH3:52])[cH:45][c:44]([CH2:43][CH:28]([O:27][C:25]([N:22]2[CH2:21][CH2:20][CH:19]([N:18]3[C:12](=[O:11])[NH:13][c:14]4[c:15]([cH:53][cH:54][cH:55][cH:56]4)[CH2:16][CH2:17]3)[CH2:24][CH2:23]2)=[O:26])[C:29]([N:30]2[CH2:31][CH2:32][N:33]([CH:36]3[CH2:37][CH2:38][O:39][CH2:40][CH2:41]3)[CH2:34][CH2:35]2)=[O:42])[cH:49][c:48]1[CH3:50]. The reactants are CC(=O)OC(C)=O, O=CO, ClCCl, Cc1cc(CC(OC(=O)N2CCC(N3CCc4ccccc4NC3=O)CC2)C(=O)N2CCN(C3CCOCC3)CC2)cc(C)c1O. The product is Cc1cc(CC(OC(=O)N2CCC(N3CCc4ccccc4NC3=O)CC2)C(=O)N2CCN(C3CCOCC3)CC2)cc(C)c1OC=O. The reactants are O=C([O-])[O-], ClC(Cl)Cl, S=C(Cl)Cl, [K+], [K+], CC(C)(C)c1nc2cc(N3CCSCC3)c(N)cc2s1. Yields the product CC(C)(C)c1nc2cc(N3CCSCC3)c(N=C=S)cc2s1. Reaction SMILES: [C:21](=[O:22])([O-:23])[O-:24].[CH:31]([Cl:32])([Cl:33])[Cl:34].[Cl:27][C:28]([Cl:29])=[S:30].[K+:25].[K+:26].[NH2:1][c:2]1[cH:3][c:4]2[c:5]([n:6][c:7]([C:9]([CH3:10])([CH3:11])[CH3:12])[s:8]2)[cH:13][c:14]1[N:15]1[CH2:16][CH2:17][S:18][CH2:19][CH2:20]1>>[N:1]([c:2]1[cH:3][c:4]2[c:5]([n:6][c:7]([C:9]([CH3:10])([CH3:11])[CH3:12])[s:8]2)[cH:13][c:14]1[N:15]1[CH2:16][CH2:17][S:18][CH2:19][CH2:20]1)=[C:28]=[S:30]. The reactants are [N+](=O)([O-])C(CC)(O)[N+](=O)[O-] (Dinitropropanol), C(CCCCC)C(C(=O)O)CCCCCCCC (2-hexyldecanoic acid), polyphosphoric acid, ClC(C)Cl (dichloroethane). Reaction conditions: temperature 70 celsius. Product: [N+](=O)([O-])C(COC(C(CCCCCCCC)CCCCCC)=O)(C)[N+](=O)[O-] (2,2-dinitropropyl-2-hexyldecanoate). Isolated yield 60.0%. RXN SMILES: [N+:1]([C:4]([N+:8]([O-:10])=[O:9])(O)[CH2:5]C)([O-:3])=[O:2].[CH2:11]([CH:17]([CH2:21][CH2:22][CH2:23][CH2:24][CH2:25][CH2:26][CH2:27][CH3:28])[C:18]([OH:20])=[O:19])[CH2:12][CH2:13][CH2:14][CH2:15][CH3:16].Cl[CH:30](Cl)C>>[N+:1]([C:4]([N+:8]([O-:10])=[O:9])([CH3:5])[CH2:30][O:19][C:18](=[O:20])[CH:17]([CH2:11][CH2:12][CH2:13][CH2:14][CH2:15][CH3:16])[CH2:21][CH2:22][CH2:23][CH2:24][CH2:25][CH2:26][CH2:27][CH3:28])([O-:3])=[O:2]. Procedure details: Dinitropropanol (25.5 g, 0.17 mol), 2-hexyldecanoic acid (48.7 g, 0.19 mol) and 50 g of polyphosphoric acid were added to 50 mL of dichloroethane and the resulting mixture was slowly stirred using a stirrer. The solution thus obtained was slowly heated to 70° C. and then reacted for 15 hr (overnight). After the reaction, the temperature of the reactor was lowered to room temperature, and the stirrer was powered off. When the temperature of the reactor was room temperature, the dichloroethane lay... The reactants are NC1=NC(=NC(=N1)N)Cl (2,4-diamino-6-chloro-s-triazine), C([O-])([O-])=O.[Na+].[Na+] (sodium carbonate), C(CCCCC)N (n-hexylamine). The solvent is CN(C=O)C (DMF), CN(C=O)C (N,N-dimethylformamide). Product: C(CCCCC)NC1=NC(=NC(=N1)N)N (n-Hexylmelamine). RXN SMILES: [NH2:1][C:2]1[N:7]=[C:6]([NH2:8])[N:5]=[C:4](Cl)[N:3]=1.C(=O)([O-])[O-].[Na+].[Na+].[CH2:16]([NH2:22])[CH2:17][CH2:18][CH2:19][CH2:20][CH3:21]>CN(C)C=O>[CH2:16]([NH:22][C:4]1[N:3]=[C:2]([NH2:1])[N:7]=[C:6]([NH2:8])[N:5]=1)[CH2:17][CH2:18][CH2:19][CH2:20][CH3:21] |f:1.2.3|. Procedure: A mixture of 72.8 g. (0.500 mole) of 2,4-diamino-6-chloro-s-triazine, 63.6 g. (0.600 mole) of anhydrous sodium carbonate, and 200 ml. of N,N-dimethylformamide (DMF) was heated over 43 minutes of 124° C. To this was added, over a period of 2.35 hours, a solution of 60.7 g. (0.600 mole) of n-hexylamine in 100 ml. of DMF; temperature was controlled at 122°-127° C. during the addition. The reaction mixture was heated for an additional 19 hours at 124°-125° C., then was filtered hot. The filter cake ... The reactants are C(C)(C)(C)N1N=C(C=C1O)C(F)(F)F (1-tert-butyl-5-hydroxy-3-trifluoromethyl-1H-pyrazole), C1(=CC=CC=C1)P(C1=CC=CC=C1)C1=CC=CC=C1 (triphenylphosphine), FC(CO)F (2,2-difluoroethanol), N(=NC(=O)OC(C)C)C(=O)OC(C)C (diisopropyl azodicarboxylate). Solvent: O1CCCC1 (tetrahydrofuran), O (water). Conditions: time 5 hour. The product is C(C)(C)(C)N1N=C(C=C1OCC(F)F)C(F)(F)F (1-tert-butyl-5-(2,2-difluoroethoxy)-3-trifluoromethyl-1H-pyrazole). Isolated yield 58.4%. As a reaction SMILES: [C:1]([N:5]1[C:9]([OH:10])=[CH:8][C:7]([C:11]([F:14])([F:13])[F:12])=[N:6]1)([CH3:4])([CH3:3])[CH3:2].C1(P(C2C=CC=CC=2)C2C=CC=CC=2)C=CC=CC=1.[F:34][CH:35]([F:38])[CH2:36]O.N(C(OC(C)C)=O)=NC(OC(C)C)=O>O1CCCC1.O>[C:1]([N:5]1[C:9]([O:10][CH2:36][CH:35]([F:38])[F:34])=[CH:8][C:7]([C:11]([F:13])([F:14])[F:12])=[N:6]1)([CH3:4])([CH3:2])[CH3:3]. Procedure: To a solution of 50.0 g (240.2 mmol) of 1-tert-butyl-5-hydroxy-3-trifluoromethyl-1H-pyrazole in 1000 ml of tetrahydrofuran were added 75.6 g (288.2 mmol) of triphenylphosphine and 23.7 g (288.8 mmol) of 2,2-difluoroethanol at room temperature, followed by stirring. Under ice-cooling, 58.3 g (288.3 mmol) of diisopropyl azodicarboxylate was added into the reaction solution, followed by 5 hours of stirring. After the completion of the reaction was confirmed, the reaction solution was poured into wa...